Dataset: the Open Reaction Database (ORD), a public repository of structured organic reaction records. Task: describe an organic reaction: reactants, conditions, products, and yield The reactants are O=C(OCc1ccccc1)N1CCC(CCCCBr)CC1, CCCC(C)Oc1nc(N)c2nc(OC)[nH]c2n1, O=C(O)C(F)(F)F, CCCCOc1nc(N)c2nc(OC)n(CCCC3CCCCN3C(=O)OCc3ccccc3)c2n1. The product is CCCC(C)Oc1nc(N)c2nc(OC)n(CCCCC3CCN(C(=O)OCc4ccccc4)CC3)c2n1. Reaction SMILES: [Br:62][CH2:63][CH2:64][CH2:65][CH2:66][CH:67]1[CH2:68][CH2:69][N:70]([C:73](=[O:74])[O:75][CH2:76][c:77]2[cH:78][cH:79][cH:80][cH:81][cH:82]2)[CH2:71][CH2:72]1.[CH3:44][CH:45]([CH2:46][CH2:47][CH3:48])[O:49][c:50]1[n:51][c:52]([NH2:61])[c:53]2[n:54][c:55]([O:59][CH3:60])[nH:56][c:57]2[n:58]1.[F:37][C:38]([F:39])([F:40])[C:41]([OH:42])=[O:43].[NH2:1][c:2]1[n:3][c:4]([O:5][CH2:6][CH2:7][CH2:8][CH3:9])[n:10][c:11]2[c:12]1[n:13][c:14]([O:15][CH3:16])[n:17]2[CH2:18][CH2:19][CH2:20][CH:21]1[CH2:22][CH2:23][CH2:24][CH2:25][N:26]1[C:27]([O:28][CH2:29][c:30]1[cH:31][cH:32][cH:33][cH:34][cH:35]1)=[O:36]>>[CH3:44][CH:45]([CH2:46][CH2:47][CH3:48])[O:49][c:50]1[n:51][c:52]([NH2:61])[c:53]2[n:54][c:55]([O:59][CH3:60])[n:56]([CH2:63][CH2:64][CH2:65][CH2:66][CH:67]3[CH2:68][CH2:69][N:70]([C:73](=[O:74])[O:75][CH2:76][c:77]4[cH:78][cH:79][cH:80][cH:81][cH:82]4)[CH2:71][CH2:72]3)[c:57]2[n:58]1. The reactants are COc1ccc(C(NCCN)(c2ccccc2)c2ccc(OC)cc2)cc1, COc1ccc(C(NCCN)(c2ccccc2)c2ccccc2)cc1, CO, ClCCl, Cl. The product is NCCNC(c1ccccc1)(c1ccccc1)c1ccccc1. RXN SMILES: [CH3:27][O:28][c:29]1[cH:30][cH:31][c:32]([C:33]([NH:34][CH2:35][CH2:36][NH2:37])([c:38]2[cH:39][cH:40][cH:41][cH:42][cH:43]2)[c:44]2[cH:45][cH:46][c:47]([O:48][CH3:49])[cH:50][cH:51]2)[cH:52][cH:53]1.[CH3:2][O:3][c:4]1[cH:5][cH:6][c:7]([C:8]([c:9]2[cH:10][cH:11][cH:12][cH:13][cH:14]2)([c:15]2[cH:16][cH:17][cH:18][cH:19][cH:20]2)[NH:21][CH2:22][CH2:23][NH2:24])[cH:25][cH:26]1.[CH3:57][OH:58].[Cl:54][CH2:55][Cl:56].[ClH:1]>>[cH:4]1[cH:5][cH:6][c:7]([C:8]([c:9]2[cH:10][cH:11][cH:12][cH:13][cH:14]2)([c:15]2[cH:16][cH:17][cH:18][cH:19][cH:20]2)[NH:21][CH2:22][CH2:23][NH2:24])[cH:25][cH:26]1. Reactants: CS(=O)(=O)Nc1ccc(Cn2c(=O)n(Cc3ccc(OC(F)(F)F)cc3)c3ccccc32)cc1, [Na+], [OH-], O, S=P12SP3(=S)SP(=S)(S1)SP(=S)(S2)S3, Cc1ccc(C)cc1. Product: CS(=O)(=O)Nc1ccc(Cn2c(=S)n(Cc3ccc(OC(F)(F)F)cc3)c3ccccc32)cc1. RXN SMILES: [F:15][C:16]([O:17][c:18]1[cH:19][cH:20][c:21]([CH2:22][n:23]2[c:24](=[O:44])[n:25]([CH2:32][c:33]3[cH:34][cH:35][c:36]([NH:39][S:40](=[O:41])(=[O:42])[CH3:43])[cH:37][cH:38]3)[c:26]3[c:27]2[cH:28][cH:29][cH:30][cH:31]3)[cH:45][cH:46]1)([F:47])[F:48].[Na+:50].[OH-:49].[OH2:59].[P:1]12(=[S:2])[S:3][P:4]3(=[S:14])[S:5][P:6](=[S:12])([S:7][P:8](=[S:11])([S:9]3)[S:10]1)[S:13]2.[c:51]1([CH3:52])[cH:53][cH:54][c:55]([CH3:56])[cH:57][cH:58]1>>[S:2]=[c:24]1[n:23]([CH2:22][c:21]2[cH:20][cH:19][c:18]([O:17][C:16]([F:15])([F:47])[F:48])[cH:46][cH:45]2)[c:27]2[c:26]([n:25]1[CH2:32][c:33]1[cH:34][cH:35][c:36]([NH:39][S:40](=[O:41])(=[O:42])[CH3:43])[cH:37][cH:38]1)[cH:31][cH:30][cH:29][cH:28]2. Reactants: [BH4-], CC(C)C[Al+]CC(C)C, C1CCOC1, CCOC(=O)CC1OCc2cc(Cl)ccc21, [H-], [Na+]. The product is OCCC1OCc2cc(Cl)ccc21. As a reaction SMILES: [BH4-:27].[CH2:18]([Al+:19][CH2:20][CH:21]([CH3:22])[CH3:23])[CH:24]([CH3:25])[CH3:26].[CH2:29]1[O:30][CH2:31][CH2:32][CH2:33]1.[Cl:1][c:2]1[cH:3][c:4]2[c:5]([cH:15][cH:16]1)[CH:6]([CH2:9][C:10](=[O:11])[O:12][CH2:13][CH3:14])[O:7][CH2:8]2.[H-:17].[Na+:28]>>[Cl:1][c:2]1[cH:3][c:4]2[c:5]([cH:15][cH:16]1)[CH:6]([CH2:9][CH2:10][OH:11])[O:7][CH2:8]2. The reactants are Br, Br, COc1ccc(CCCS(=O)(=O)[O-])cc1, CN(C)C=O, [I-], [K+], c1ccc2sc(NC3CCNCC3)nc2c1, [Na+], [Na+], O=C([O-])[O-]. Product: COc1ccc(CCN2CCC(Nc3nc4ccccc4s3)CC2)cc1. RXN SMILES: [BrH:16].[BrH:17].[CH3:1][O:2][c:3]1[cH:4][cH:5][c:6]([CH2:9][CH2:10][CH2:11][S:12]([O-:13])(=[O:14])=[O:15])[cH:7][cH:8]1.[CH3:42][N:43]([CH3:44])[CH:45]=[O:46].[I-:41].[K+:40].[NH:18]1[CH2:19][CH2:20][CH:21]([NH:24][c:25]2[s:26][c:27]3[c:28]([n:29]2)[cH:30][cH:31][cH:32][cH:33]3)[CH2:22][CH2:23]1.[Na+:34].[Na+:35].[O-:36][C:37](=[O:38])[O-:39]>>[CH3:1][O:2][c:3]1[cH:4][cH:5][c:6]([CH2:9][CH2:10][N:18]2[CH2:19][CH2:20][CH:21]([NH:24][c:25]3[s:26][c:27]4[c:28]([n:29]3)[cH:30][cH:31][cH:32][cH:33]4)[CH2:22][CH2:23]2)[cH:7][cH:8]1.